From a dataset of the Open Reaction Database (ORD), a public repository of structured organic reaction records. describe an organic reaction: reactants, conditions, products, and yield Reactants: O(C1=CC=CC=C1)C1=CC=C(C=C1)O (4-Phenoxyphenol), [OH-].[Na+] (sodium hydroxide), O.C(C)O (water ethanol), C(Cl)(Cl)Cl (chloroform). Run at temperature 70 celsius, time 3 hour. Yields the product O(C1=CC=CC=C1)C=1C=CC(=C(C=O)C1)O (5-phenoxy-2-hydroxybenzaldehyde). Reaction SMILES: [O:1]([C:8]1[CH:13]=[CH:12][C:11]([OH:14])=[CH:10][CH:9]=1)[C:2]1[CH:7]=[CH:6][CH:5]=[CH:4][CH:3]=1.[OH-].[Na+].C(Cl)(Cl)Cl.O.[CH2:22]([OH:24])C>>[O:1]([C:8]1[CH:9]=[CH:10][C:11]([OH:14])=[C:12]([CH:13]=1)[CH:22]=[O:24])[C:2]1[CH:7]=[CH:6][CH:5]=[CH:4][CH:3]=1 |f:1.2,4.5|. Procedure: The starting material is prepared as follows: 4-Phenoxyphenol (20.0 g, 107 mmol) and sodium hydroxide (3.8 g, 845 mmol) are dissolved in a water/ethanol (130 ml/26 ml) mixture and heated at 70° C. To this reaction mixture is added chloroform (24.6 g, 215 mmol) dropwise over 45 minutes, and heating is continued for 3 hours. The mixture is cooled to room temperature, and then evaporated. The aqueous phase is acidified with conc. HCl to pH 1-3, and extracted twice with ether. The extracts are dried... Procedure: The reaction procedure as above wherein 3,4-dichlorobenzylamine is reacted with 4-(4-chloro-5,6-dimethyl-thieno-[2,3-d]-pyrimidin-2-yl)-benzoic acid methylester yields 4-[4-(3,4-dichlorobenzylamino)-5,6-dimethyl-thieno-[2,3-d]-pyrimidin-2-yl]-benzoic acid methylester. Product: COC(C1=CC=C(C=C1)C=1N=C(C2=C(N1)SC(=C2C)C)NCC2=CC(=C(C=C2)Cl)Cl)=O (4-[4-(3,4-dichlorobenzylamino)-5,6-dimethyl-thieno-[2,3-d]-pyrimidin-2-yl]-benzoic acid methylester). Reactants: ClC=1C=C(CN)C=CC1Cl (3,4-dichlorobenzylamine), COC(C1=CC=C(C=C1)C=1N=C(C2=C(N1)SC(=C2C)C)Cl)=O (4-(4-chloro-5,6-dimethyl-thieno-[2,3-d]-pyrimidin-2-yl)-benzoic acid methylester). As a reaction SMILES: [Cl:1][C:2]1[CH:3]=[C:4]([CH:7]=[CH:8][C:9]=1[Cl:10])[CH2:5][NH2:6].[CH3:11][O:12][C:13](=[O:32])[C:14]1[CH:19]=[CH:18][C:17]([C:20]2[N:21]=[C:22](Cl)[C:23]3[C:28]([CH3:29])=[C:27]([CH3:30])[S:26][C:24]=3[N:25]=2)=[CH:16][CH:15]=1>>[CH3:11][O:12][C:13](=[O:32])[C:14]1[CH:15]=[CH:16][C:17]([C:20]2[N:21]=[C:22]([NH:6][CH2:5][C:4]3[CH:7]=[CH:8][C:9]([Cl:10])=[C:2]([Cl:1])[CH:3]=3)[C:23]3[C:28]([CH3:29])=[C:27]([CH3:30])[S:26][C:24]=3[N:25]=2)=[CH:18][CH:19]=1. Starting materials: NOCc1ccccc1, CC(=O)[O-], COC(=O)C1(C=O)CCCC1, CO, Cl, [Na+]. Yields the product COC(=O)C1(C=NOCc2ccccc2)CCCC1. RXN SMILES: [CH2:18]([c:19]1[cH:20][cH:21][cH:22][cH:23][cH:24]1)[O:25][NH2:26].[CH3:13][C:14](=[O:15])[O-:16].[CH3:1][O:2][C:3](=[O:4])[C:5]1([CH:10]=[O:11])[CH2:6][CH2:7][CH2:8][CH2:9]1.[CH3:27][OH:28].[ClH:17].[Na+:12]>>[CH3:1][O:2][C:3](=[O:4])[C:5]1([CH:10]=[N:26][O:25][CH2:18][c:19]2[cH:20][cH:21][cH:22][cH:23][cH:24]2)[CH2:6][CH2:7][CH2:8][CH2:9]1. Starting materials: C1=C(C=CC2=CC=CC=C12)CC=1OC2=C(N1)C=C(C=C2)CCC(=O)OCC (ethyl 3-[2-(2-naphthylmethyl)benzoxazol-5-yl]propionate), O1CCCC1 (tetrahydrofuran), [H-].[Al+3].[Li+].[H-].[H-].[H-] (lithium aluminum hydride), O (water). Run in CCOCC (ether). Run at time 1 hour. Product: C1=C(C=CC2=CC=CC=C12)CC=1OC2=C(N1)C=C(C=C2)CCCO (3-[2-(2-naphthylmethyl)benzoxazol-5-yl]propanol). The yield is 41.0%. Reaction SMILES: [CH:1]1[C:10]2[C:5](=[CH:6][CH:7]=[CH:8][CH:9]=2)[CH:4]=[CH:3][C:2]=1[CH2:11][C:12]1[O:13][C:14]2[CH:20]=[CH:19][C:18]([CH2:21][CH2:22][C:23](OCC)=[O:24])=[CH:17][C:15]=2[N:16]=1.O1CCCC1.[H-].[Al+3].[Li+].[H-].[H-].[H-].O>CCOCC>[CH:1]1[C:10]2[C:5](=[CH:6][CH:7]=[CH:8][CH:9]=2)[CH:4]=[CH:3][C:2]=1[CH2:11][C:12]1[O:13][C:14]2[CH:20]=[CH:19][C:18]([CH2:21][CH2:22][CH2:23][OH:24])=[CH:17][C:15]=2[N:16]=1 |f:2.3.4.5.6.7|. Reported procedure: To a solution of ethyl 3-[2-(2-naphthylmethyl)benzoxazol-5-yl]propionate (5.8 g) in ether (100 ml)-tetrahydrofuran (100 ml) was added lithium aluminum hydride (0.73 g), and the mixture was stirred at room temperature for one hour. To the reaction mixture was added water (4 ml). Insolubles were filtered off. The filtrate was concentrated under reduced pressure, and the residue was subjected to silica gel column chromatography. From the fraction eluted with ethyl acetate-hexane (1:1, v/v), 3-[2-(2... Starting materials: C(=O)[O-].[NH4+] (ammonium formate), N(=[N+]=[N-])C1=CC=C(C(=N1)C(=O)OC)OCC1=CC=CC=C1 (methyl 6-azido-3-benzyloxypicolinate). Reagents/catalysts: [C].[Pd] (palladium carbon). The solvent is CO (methanol). Run at time 12 hour. The product is NC1=CC=C(C(=N1)C(=O)OC)O (methyl 6-amino-3-hydroxypicolinate). The yield is 86.3%. As a reaction SMILES: [N:1]([C:4]1[N:9]=[C:8]([C:10]([O:12][CH3:13])=[O:11])[C:7]([O:14]CC2C=CC=CC=2)=[CH:6][CH:5]=1)=[N+]=[N-].C([O-])=O.[NH4+]>[C].[Pd].CO>[NH2:1][C:4]1[N:9]=[C:8]([C:10]([O:12][CH3:13])=[O:11])[C:7]([OH:14])=[CH:6][CH:5]=1 |f:1.2,3.4|. Reported procedure: To a methanol (80 ml) suspension of 7 g (24.6 mmol) of methyl 6-azido-3-benzyloxypicolinate in a 200 ml round bottomed flask, 1 g of palladium carbon (10%) was added under a nitrogen gas stream, and 7.8 g (123 mmol) of ammonium formate was further added thereto. The mixture was stirred at room temperature for 12 hours. The catalyst was filtered off, and the filtrate was concentrated and dissolved in chloroform. The solvent was washed with water, dried and concentrated. Crystals thereby formed we... Reactants: FC1=C(C=CC(=C1)F)NS(=O)(=O)C1CCCC=C1C(=O)OCC (ethyl 6-[N-(2, 4-difluorophenyl)sulfamoyl]-1-cyclohexene-1-carboxylate), FC1=C(C=CC(=C1)F)NS(=O)(=O)C1CCCC=C1C(=O)OCC (ethyl 6-[N-(2, 4-difluorophenyl)sulfamoyl]-1-cyclohexene-1-carboxylate), C(CC)O (1-propanol), S(O)(O)(=O)=O (sulfuric acid). The product is FC1=C(C=CC(=C1)F)NS(=O)(=O)C1CCCC=C1C(=O)OCCC (propyl 6-[N-(2,4-difluorophenyl)sulfamoyl]-1-cyclohexene-1-carboxylate). As a reaction SMILES: [F:1][C:2]1[CH:7]=[C:6]([F:8])[CH:5]=[CH:4][C:3]=1[NH:9][S:10]([CH:13]1[C:18]([C:19]([O:21][CH2:22][CH3:23])=[O:20])=[CH:17][CH2:16][CH2:15][CH2:14]1)(=[O:12])=[O:11].S(=O)(=O)(O)O.[CH2:29](O)CC>>[F:1][C:2]1[CH:7]=[C:6]([F:8])[CH:5]=[CH:4][C:3]=1[NH:9][S:10]([CH:13]1[C:18]([C:19]([O:21][CH2:22][CH2:23][CH3:29])=[O:20])=[CH:17][CH2:16][CH2:15][CH2:14]1)(=[O:11])=[O:12]. Procedure: To a solution of ethyl 6-[N-(2,4-difluorophenyl)sulfamoyl]-1-cyclohexene-1-carboxylate (Compound 3, 300 mg) obtained in Example 3 in 1-propanol (6 ml), concentrated sulfuric acid (0.3 ml) was added and the mixture was stirred under reflux for 50 hours. The reaction mixture was concentrated under reduced pressure and diluted with ethyl acetate (30 ml) and washed with water (30 ml). The ethyl acetate layer was washed with water (30 ml×2) and dried over anhydrous magnesium sulfate and the solvent w... Reactants: CC(C)(C)CN(CC(=O)N1CCOCC1)C(=O)CBr, N#CNC(=O)Cc1ccccc1, C1CCOC1, CC(C)(C)[O-], [K+], CN(C)C=O. Yields the product CC(C)(C)CN(CC(=O)N1CCOCC1)C(=O)CN(C#N)C(=O)Cc1ccccc1. RXN SMILES: [Br:18][CH2:19][C:20](=[O:21])[N:22]([CH2:23][C:24](=[O:25])[N:26]1[CH2:27][CH2:28][O:29][CH2:30][CH2:31]1)[CH2:32][C:33]([CH3:34])([CH3:35])[CH3:36].[C:1](#[N:2])[NH:3][C:4]([CH2:5][c:6]1[cH:7][cH:8][cH:9][cH:10][cH:11]1)=[O:12].[CH2:13]1[O:14][CH2:15][CH2:16][CH2:17]1.[CH3:42][C:43]([CH3:44])([O-:45])[CH3:46].[K+:47].[O:37]=[CH:38][N:39]([CH3:40])[CH3:41]>>[C:1](#[N:2])[N:3]([C:4]([CH2:5][c:6]1[cH:7][cH:8][cH:9][cH:10][cH:11]1)=[O:12])[CH2:19][C:20](=[O:21])[N:22]([CH2:23][C:24](=[O:25])[N:26]1[CH2:27][CH2:28][O:29][CH2:30][CH2:31]1)[CH2:32][C:33]([CH3:34])([CH3:35])[CH3:36].